This data is from the Open Reaction Database (ORD), a public repository of structured organic reaction records. The task is: describe an organic reaction: reactants, conditions, products, and yield Reactants: CCOC(=O)C (EtOAc), [H-].[Na+] (Sodium hydride), C(#N)C=1C=C(C=CC1OC(C)C)C1=NC(=NO1)C=1C=CC=C2C(=CNC12)CCC(=O)OC(C)(C)C (1,1-Dimethylethyl 3-[7-(5-{3-cyano-4-[(1-methylethyl)oxy]phenyl}-1,2,4-oxadiazol-3-yl)-1H-indol-3-yl]propanoate), IC (iodomethane). Run in CN(C)C=O (DMF). Reaction conditions: time 5 minute. Yields the product C(#N)C=1C=C(C=CC1OC(C)C)C1=NC(=NO1)C=1C=CC=C2C(=CN(C12)C)CCC(=O)OC(C)(C)C (1,1-Dimethylethyl 3-[7-(5-{3-cyano-4-[(1-methylethyl)oxy]phenyl}-1,2,4-oxadiazol-3-yl)-1-methyl-1H-indol-3-yl]propanoate). Reaction SMILES: [H-].[Na+].[C:3]([C:5]1[CH:6]=[C:7]([C:15]2[O:19][N:18]=[C:17]([C:20]3[CH:21]=[CH:22][CH:23]=[C:24]4[C:28]=3[NH:27][CH:26]=[C:25]4[CH2:29][CH2:30][C:31]([O:33][C:34]([CH3:37])([CH3:36])[CH3:35])=[O:32])[N:16]=2)[CH:8]=[CH:9][C:10]=1[O:11][CH:12]([CH3:14])[CH3:13])#[N:4].IC.[CH3:40]COC(C)=O>CN(C=O)C>[C:3]([C:5]1[CH:6]=[C:7]([C:15]2[O:19][N:18]=[C:17]([C:20]3[CH:21]=[CH:22][CH:23]=[C:24]4[C:28]=3[N:27]([CH3:40])[CH:26]=[C:25]4[CH2:29][CH2:30][C:31]([O:33][C:34]([CH3:35])([CH3:37])[CH3:36])=[O:32])[N:16]=2)[CH:8]=[CH:9][C:10]=1[O:11][CH:12]([CH3:14])[CH3:13])#[N:4] |f:0.1|. Reported procedure: Sodium hydride (60% in mineral oil, 9.14 mg) was added to a solution of 1,1-dimethylethyl 3-[7-(5-{3-cyano-4-[(1-methylethyl)oxy]phenyl}-1,2,4-oxadiazol-3-yl)-1H-indol-3-yl]propanoate (D9) (120 mg) in dry DMF (5 mL) at RT. After stirring for 5 min, iodomethane (0.032 mL) was added. The resulting solution was stirred at RT for 15 min, then 1 hour more. EtOAc (50 mL) was added and the resulting solution was washed with saturated aqueous sodium bicarbonate solution (50 mL), followed by water (50 mL... Reactants: CCn1ccc(NC(=O)c2cc(Oc3ccc4c(c3)OCCN(C)C4=O)cc(OC(C)COC)c2)n1, C[Si](C)(C)I, CC#N, [Na+], [Na+], O=S([O-])([O-])=S. Product: CCn1ccc(NC(=O)c2cc(Oc3ccc4c(c3)OCCN(C)C4=O)cc(OC(C)CO)c2)n1. As a reaction SMILES: [CH2:1]([CH3:2])[n:3]1[n:4][c:5]([NH:8][C:9]([c:10]2[cH:11][c:12]([O:30][CH:31]([CH2:32][O:33][CH3:34])[CH3:35])[cH:13][c:14]([O:16][c:17]3[cH:18][c:19]4[c:20]([cH:28][cH:29]3)[C:21](=[O:27])[N:22]([CH3:26])[CH2:23][CH2:24][O:25]4)[cH:15]2)=[O:36])[cH:6][cH:7]1.[CH3:37][Si:38]([I:39])([CH3:40])[CH3:41].[CH3:49][C:50]#[N:51].[Na+:47].[Na+:48].[S:42]([O-:43])([O-:44])(=[O:45])=[S:46]>>[CH2:1]([CH3:2])[n:3]1[n:4][c:5]([NH:8][C:9]([c:10]2[cH:11][c:12]([O:30][CH:31]([CH2:32][OH:33])[CH3:35])[cH:13][c:14]([O:16][c:17]3[cH:18][c:19]4[c:20]([cH:28][cH:29]3)[C:21](=[O:27])[N:22]([CH3:26])[CH2:23][CH2:24][O:25]4)[cH:15]2)=[O:36])[cH:6][cH:7]1. Reactants: Br[Mg]c1ccccc1, C1CCOC1, CCOCC, O=C1CN2C(=O)C(=O)c3cccc(c32)N1. The product is O=C1CN2C(=O)C(O)(c3ccccc3)c3cccc(c32)N1. RXN SMILES: [Br:21][Mg:22][c:23]1[cH:24][cH:25][cH:26][cH:27][cH:28]1.[CH2:16]1[O:17][CH2:18][CH2:19][CH2:20]1.[CH3:29][CH2:30][O:31][CH2:32][CH3:33].[NH:1]1[C:2](=[O:15])[CH2:3][N:4]2[c:5]3[c:6]([cH:7][cH:8][cH:9][c:10]31)[C:11](=[O:14])[C:12]2=[O:13]>>[NH:1]1[C:2](=[O:15])[CH2:3][N:4]2[c:5]3[c:6]([cH:7][cH:8][cH:9][c:10]31)[C:11]([OH:14])([c:23]1[cH:24][cH:25][cH:26][cH:27][cH:28]1)[C:12]2=[O:13]. The reactants are Cl (hydrochloric acid), ClC=1C=CC2=C(C(N(CC=3N2C=NC3C3=NOC(=N3)CN(CC)CC)C)=O)C1 (8-chloro-3-(5-diethylaminomethyl-1,2,4-oxadiazol-3-yl)-5-methyl-5,6-dihydro-4H-imidazo[1,5-a][1,4]benzodiazepin-6-one), CC(=O)C (acetone). Product: Cl.ClC=1C=CC2=C(C(N(CC=3N2C(=NC3)C3=NOC(=N3)CN(CC)CC)C)=O)C1 (8-chloro-1-(5-diethylaminomethyl-1,2,4-oxadiazol-3-yl)-5-methyl-5,6-dihydro-4H-imidazo[1,5-a][1,4]benzodiazepin-6-one hydrochloride). Yield: 42.0%. Reaction SMILES: Cl.[Cl:2][C:3]1[CH:4]=[CH:5][C:6]2[N:12]3[CH:13]=[N:14][C:15](C4N=C(CN(CC)CC)ON=4)=[C:11]3[CH2:10][N:9]([CH3:27])[C:8](=[O:28])[C:7]=2[CH:29]=1.[CH3:30][C:31](C)=[O:32]>>[ClH:2].[Cl:2][C:3]1[CH:4]=[CH:5][C:6]2[N:12]3[C:13]([C:13]4[N:14]=[C:31]([CH2:30][N:9]([CH2:10][CH3:11])[CH2:8][CH3:7])[O:32][N:12]=4)=[N:14][CH:15]=[C:11]3[CH2:10][N:9]([CH3:27])[C:8](=[O:28])[C:7]=2[CH:29]=1 |f:3.4|. Procedure: A solution of 200 mg (0.54 mmol) of 8-chloro-3-(5-chloromethyl-1,2,4-oxadiazol-3-yl)-5-methyl-5,6-dihydro-4H-imidazo[1,5-a][1,4]benzodiazepin-6-one in 4 ml of N,N-dimethylformamide was treated with 0.17 ml (1.65 mmol) of diethylamine and stirred at room temperature under argon for 1.5 hrs. The solution was evaporated and the residue was triturated in 10 ml of water. The crystals were filtered off under suction, the filtrate was extracted once with ethyl acetate and the extract was evaporated. Th...